Dataset: the Open Reaction Database (ORD), a public repository of structured organic reaction records. Task: describe an organic reaction: reactants, conditions, products, and yield Reaction SMILES: [Br:13][CH2:14][CH2:15][CH2:16][Cl:17].[OH:1][c:2]1[cH:3][cH:4][c:5]2[c:10]([cH:11]1)[C:9](=[O:12])[NH:8][CH2:7][CH2:6]2>>[O:1]([c:2]1[cH:3][cH:4][c:5]2[c:10]([cH:11]1)[C:9](=[O:12])[NH:8][CH2:7][CH2:6]2)[CH2:14][CH2:15][CH2:16][Cl:17]. Product: O=C1NCCc2ccc(OCCCCl)cc21. Reactants: ClCCCBr, O=C1NCCc2ccc(O)cc21.